From a dataset of the Open Reaction Database (ORD), a public repository of structured organic reaction records. describe an organic reaction: reactants, conditions, products, and yield Starting materials: [BH4-].[Na+] (Sodium borohydride), C(=O)C1=CC=C(S1)C(=O)O (5-formyl-2-thiophenecarboxylic acid), CC(=O)C (Acetone). The solvent is CO (methanol). Run at time 30 minute. Yields the product OCC1=CC=C(S1)C(=O)O (5-(Hydroxymethyl)thiophene-2-carboxylic acid). Yield: 87.1%. RXN SMILES: [BH4-].[Na+].[CH:3]([C:5]1[S:9][C:8]([C:10]([OH:12])=[O:11])=[CH:7][CH:6]=1)=[O:4].CC(C)=O>CO>[OH:4][CH2:3][C:5]1[S:9][C:8]([C:10]([OH:12])=[O:11])=[CH:7][CH:6]=1 |f:0.1|. Procedure: Sodium borohydride (218 mg, 5.76 mmol) was added to a solution of commercially available 5-formyl-2-thiophenecarboxylic acid (599 mg, 3.84 mmol) in methanol (19 mL), and the mixture was stiffed under nitrogen atmosphere at room temperature for 4 hours and 30 minutes. Acetone was added to the reaction mixture, and the mixture was concentrated under vacuum. 2 M hydrochloric acid and ethyl acetate were added to the residue for partition, and the aqueous layer was extracted with ethyl acetate. The c... Starting materials: BrBr.ClCl (bromine chlorine), C21H20BrClN4O3, BrC=1C=C(C(=O)O)C=CC1C(=O)N1CCCC1 (3-bromo-4-(pyrrolidin-1-ylcarbonyl)benzoic acid), CN(C)C(=[N+](C)C)ON1C2=C(C=CC=C2)N=N1.[B-](F)(F)(F)F (TBTU), C(C)(C)N(CC)C(C)C (diisopropylethylamine), ClC1=CC2=C(NC(=N2)[C@H](CO)N)C=C1 ((1R)-1-(5-chloro-1H-benzimidazol-2-yl)-2-hydroxyethylamine). The solvent is ClCCl.CO (dichloromethane methanol), O1CCCC1 (tetrahydrofuran). Yields the product BrC=1C=C(C(=O)N[C@@H](CO)C2=NC3=C(N2)C=CC(=C3)Cl)C=CC1C(=O)N1CCCC1 (3-bromo-N-[(1R)-1-(5-chloro-1H-benzimidazol-2-yl)-2-hydroxyethyl]-4-(pyrrolidin-1-ylcarbonyl)benzamide). Isolated yield 90.0%. RXN SMILES: [Br:1][C:2]1[CH:3]=[C:4]([CH:8]=[CH:9][C:10]=1[C:11]([N:13]1[CH2:17][CH2:16][CH2:15][CH2:14]1)=[O:12])[C:5]([OH:7])=O.CN(C(ON1N=NC2C=CC=CC1=2)=[N+](C)C)C.[B-](F)(F)(F)F.C(N(C(C)C)CC)(C)C.[Cl:49][C:50]1[CH:62]=[CH:61][C:53]2[NH:54][C:55]([C@@H:57]([NH2:60])[CH2:58][OH:59])=[N:56][C:52]=2[CH:51]=1.BrBr.ClCl>O1CCCC1.ClCCl.CO>[Br:1][C:2]1[CH:3]=[C:4]([CH:8]=[CH:9][C:10]=1[C:11]([N:13]1[CH2:17][CH2:16][CH2:15][CH2:14]1)=[O:12])[C:5]([NH:60][C@H:57]([C:55]1[NH:54][C:53]2[CH:61]=[CH:62][C:50]([Cl:49])=[CH:51][C:52]=2[N:56]=1)[CH2:58][OH:59])=[O:7] |f:1.2,5.6,8.9|. Procedure: Prepared analogously to Example 1g from 3-bromo-4-(pyrrolidin-1-ylcarbonyl)benzoic acid, TBTU, diisopropylethylamine and (1R)-1-(5-chloro-1H-benzimidazol-2-yl)-2-hydroxyethylamine in tetrahydrofuran. Yield: 90%; Rf value: 0.40 (silica gel: dichloromethane/methanol=9:1); C21H20BrClN4O3 (491.77); mass spectrum: (M+H)+=491/493/495 (bromine/chlorine isotope). Starting materials: C1(=CC=CC=C1)S(=O)(=O)CC=1N=C(NN1)C1=NC=CC=C1 (2-(5-benzenesulfonylmethyl-2H-[1,2,4]triazol-3-yl)-pyridine), ( E ), C(C)C=1C=CC(=NC1)\C=C/C#N ((Z)-3-(5-ethyl-pyridin-2-yl)-acrylonitrile). Yields the product C(C)C=1C=CC(=NC1)C1=CC=2N(C(=C1)N)N=C(N2)C2=NC=CC=C2 (7-(5-Ethyl-pyridin-2-yl)-2-pyridin-2-yl-[1,2,4]triazolo[1,5-a]pyridin-5-ylamine). Reaction SMILES: C1(S([CH2:10][C:11]2[N:12]=[C:13]([C:16]3[CH:21]=[CH:20][CH:19]=[CH:18][N:17]=3)[NH:14][N:15]=2)(=O)=O)C=CC=CC=1.[CH2:22]([C:24]1[CH:25]=[CH:26][C:27](/[CH:30]=[CH:31]\[C:32]#[N:33])=[N:28][CH:29]=1)[CH3:23]>>[CH2:22]([C:24]1[CH:25]=[CH:26][C:27]([C:30]2[CH:31]=[C:32]([NH2:33])[N:15]3[N:14]=[C:13]([C:16]4[CH:21]=[CH:20][CH:19]=[CH:18][N:17]=4)[N:12]=[C:11]3[CH:10]=2)=[N:28][CH:29]=1)[CH3:23]. Procedure details: The title compound, MS m/e (%):317 (M+H+,100), was prepared in accordance with the general method of example 1 from 2-(5-benzenesulfonylmethyl-2H-[1,2,4]triazol-3-yl)-pyridine and (E)/(Z)-3-(5-ethyl-pyridin-2-yl)-acrylonitrile. Starting materials: COc1cc(C2(O)CCN(C(=O)OC(C)(C)C)CC2O)ccc1[N+](=O)[O-], CCO, [H][H]. Yields the product COc1cc(C2(O)CCN(C(=O)OC(C)(C)C)CC2O)ccc1N. As a reaction SMILES: [C:1]([CH3:2])([CH3:3])([CH3:4])[O:5][C:6](=[O:7])[N:8]1[CH2:9][CH:10]([OH:26])[C:11]([c:14]2[cH:15][c:16]([O:23][CH3:24])[c:17]([N+:20]([O-:21])=[O:22])[cH:18][cH:19]2)([OH:25])[CH2:12][CH2:13]1.[CH3:29][CH2:30][OH:31].[H:27][H:28]>>[C:1]([CH3:2])([CH3:3])([CH3:4])[O:5][C:6](=[O:7])[N:8]1[CH2:9][CH:10]([OH:26])[C:11]([c:14]2[cH:15][c:16]([O:23][CH3:24])[c:17]([NH2:20])[cH:18][cH:19]2)([OH:25])[CH2:12][CH2:13]1. Reactants: COC(C[C@@H]1COC2=C1C=CC(=C2)O[C@@H]2CCC1=C(C=CC(=C21)F)O)=O ({(S)-6-[(R)-7-fluoro-4-hydroxy-indan-1-yloxy]-2,3-dihydro-benzofuran-3-yl}-acetic acid methyl ester), BrC1=CC(=C(C#N)C=C1)F (4-bromo-2-fluoro-benzonitrile), Intermediate 12. Product: COC(C[C@@H]1COC2=C1C=CC(=C2)O[C@@H]2CCC1=C(C=CC(=C21)F)OC2=C(C=CC(=C2)Br)C#N)=O ({(S)-6-[(R)-4-(5-Bromo-2-cyano-phenoxy)-7-fluoro-indan-1-yloxy]-2,3-dihydro-benzofuran-3-yl}-acetic acid methyl ester). RXN SMILES: [CH3:1][O:2][C:3](=[O:26])[CH2:4][C@H:5]1[C:9]2[CH:10]=[CH:11][C:12]([O:14][C@H:15]3[C:23]4[C:18](=[C:19]([OH:25])[CH:20]=[CH:21][C:22]=4[F:24])[CH2:17][CH2:16]3)=[CH:13][C:8]=2[O:7][CH2:6]1.[Br:27][C:28]1[CH:35]=[CH:34][C:31]([C:32]#[N:33])=[C:30](F)[CH:29]=1>>[CH3:1][O:2][C:3](=[O:26])[CH2:4][C@H:5]1[C:9]2[CH:10]=[CH:11][C:12]([O:14][C@H:15]3[C:23]4[C:18](=[C:19]([O:25][C:34]5[CH:35]=[C:28]([Br:27])[CH:29]=[CH:30][C:31]=5[C:32]#[N:33])[CH:20]=[CH:21][C:22]=4[F:24])[CH2:17][CH2:16]3)=[CH:13][C:8]=2[O:7][CH2:6]1. Procedure details: The title compound is prepared from {(S)-6-[(R)-7-fluoro-4-hydroxy-indan-1-yloxy]-2,3-dihydro-benzofuran-3-yl}-acetic acid methyl ester and 4-bromo-2-fluoro-benzonitrile following a procedure analogous to that described for Intermediate 12. The reactants are FC(C(=O)O)(F)F (Trifluoroacetic acid), CN1C=CC2=CC(=CC=C12)N1CCNCC1 (4-(1-methyl-5-indolyl)piperazine), ClCCl (dichloromethane), CN(C)CC1=CNC2=NC=CC=C21 (3-Dimethylaminomethyl-1H-pyrrolo[2,3-b]pyridine). Reaction conditions: time 30 minute. Product: ClCCl.CO.N (dichloromethane methanol ammonia), CN1C=CC2=CC(=CC=C12)N1CCN(CC1)CC1=CNC2=NC=CC=C21 (3-(4-[1-Methyl-5-indolyl]piperazin-1-yl)methyl-1H-pyrrolo[2,3-b]pyridine). Isolated yield 64.0%. RXN SMILES: FC(F)(F)[C:3](O)=[O:4].[CH3:8][N:9]1[C:17]2[C:12](=[CH:13][C:14]([N:18]3[CH2:23][CH2:22][NH:21][CH2:20][CH2:19]3)=[CH:15][CH:16]=2)[CH:11]=[CH:10]1.CN([CH2:27][C:28]1[C:36]2[C:31](=[N:32][CH:33]=[CH:34][CH:35]=2)[NH:30][CH:29]=1)C.[Cl:37][CH2:38][Cl:39]>>[Cl:37][CH2:38][Cl:39].[CH3:3][OH:4].[NH3:9].[CH3:8][N:9]1[C:17]2[C:12](=[CH:13][C:14]([N:18]3[CH2:19][CH2:20][N:21]([CH2:27][C:28]4[C:36]5[C:31](=[N:32][CH:33]=[CH:34][CH:35]=5)[NH:30][CH:29]=4)[CH2:22][CH2:23]3)=[CH:15][CH:16]=2)[CH:11]=[CH:10]1 |f:4.5.6|. Procedure details: Trifluoroacetic acid (5 ml) was added to a solution of 1-tert-butoxycarbonyl)-4-(1-methyl-5-indolyl)piperazine (0.2102 g, 0.666 mmol) in dichloromethane (5 ml) and the mixture stirred for 30 minutes at room temperature. The mixture was concentrated in vacuo and saturated aqueous potassium carbonate (20 ml) was added to the residue. The mixture was extracted with dichloromethane (2×20 ml), the extracts washed with brine (20 ml), combined and dried (MgSO4). The extracts were concentrated and the r... Starting materials: N1C[C@H](CCC1)CNC(=O)[C@@H]1N(CCC1)C(=O)[C@H]1N(CCC1)C(CC(C1=CC=CC=C1)(C1=CC=CC=C1)C1=CC=CC=C1)=O ((2R)-N-((3S)-3-piperidylmethyl)-1-{(2S)-1-(3,3,3-triphenylpropanoyl)pyrrolidin-2-yl}carbonylpyrrolidine-2-carboxamide), C([O-])([O-])=O.[K+].[K+] (potassium carbonate), C(C=C)Br (allyl bromide). Solvent: C(C)#N (acetonitrile), C(Cl)(Cl)Cl (chloroform). Reaction conditions: temperature 80 celsius, time 1.5 hour. Product: C(C=C)N1C[C@H](CCC1)CNC(=O)[C@@H]1N(CCC1)C(=O)[C@H]1N(C[C@@H](C1)O)C(CC(C1=CC=CC=C1)(C1=CC=CC=C1)C1=CC=CC=C1)=O ((2R)-N-{((3R)-1-allyl-3-piperidyl)methyl}-1-{(2S,4R)-4-hydroxy-1-(3,3,3-triphenylpropanoyl)pyrrolidin-2-yl}carbonylpyrrolidine-2-carboxamide). RXN SMILES: [NH:1]1[CH2:6][CH2:5][CH2:4][C@H:3]([CH2:7][NH:8][C:9]([C@H:11]2[CH2:15][CH2:14][CH2:13][N:12]2[C:16]([C@@H:18]2[CH2:22][CH2:21][CH2:20][N:19]2[C:23](=[O:44])[CH2:24][C:25]([C:38]2[CH:43]=[CH:42][CH:41]=[CH:40][CH:39]=2)([C:32]2[CH:37]=[CH:36][CH:35]=[CH:34][CH:33]=2)[C:26]2[CH:31]=[CH:30][CH:29]=[CH:28][CH:27]=2)=[O:17])=[O:10])[CH2:2]1.C(=O)([O-])[O-:46].[K+].[K+].[CH2:51](Br)[CH:52]=[CH2:53]>C(#N)C.C(Cl)(Cl)Cl>[CH2:51]([N:1]1[CH2:6][CH2:5][CH2:4][C@H:3]([CH2:7][NH:8][C:9]([C@H:11]2[CH2:15][CH2:14][CH2:13][N:12]2[C:16]([C@@H:18]2[CH2:22][C@@H:21]([OH:46])[CH2:20][N:19]2[C:23](=[O:44])[CH2:24][C:25]([C:32]2[CH:33]=[CH:34][CH:35]=[CH:36][CH:37]=2)([C:38]2[CH:43]=[CH:42][CH:41]=[CH:40][CH:39]=2)[C:26]2[CH:31]=[CH:30][CH:29]=[CH:28][CH:27]=2)=[O:17])=[O:10])[CH2:2]1)[CH:52]=[CH2:53] |f:1.2.3|. Reported procedure: To a solution of 37 mg of (2R)-N-((3S)-3-piperidylmethyl)-1-{(2S)-1-(3,3,3-triphenylpropanoyl)pyrrolidin-2-yl}carbonylpyrrolidine-2-carboxamide in 0.9 ml of acetonitrile, 0.0055 ml of allyl bromide and 25 mg of potassium carbonate were added at room temperature, followed by 1.5 hours' stirring at 80° C. under heating. The reaction liquid was diluted with chloroform, washed successively with water and 1N aqueous sodium hydroxide solution, and dried over anhydrous sodium sulfate. After distilling ...